This data is from the Open Reaction Database (ORD), a public repository of structured organic reaction records. The task is: describe an organic reaction: reactants, conditions, products, and yield The reactants are O=C(n1ccnc1)n1ccnc1, CN(C)C=O, c1cnc(N2CCNCC2)nc1, O=C(O)c1cccc2cc[nH]c12. The product is O=C(c1cccc2cc[nH]c12)N1CCN(c2ncccn2)CC1. As a reaction SMILES: [C:13]([n:14]1[cH:15][cH:16][n:17][cH:18]1)([n:19]1[cH:20][cH:21][n:22][cH:23]1)=[O:24].[CH3:37][N:38]([CH3:39])[CH:40]=[O:41].[n:25]1[c:26]([N:31]2[CH2:32][CH2:33][NH:34][CH2:35][CH2:36]2)[n:27][cH:28][cH:29][cH:30]1.[nH:1]1[cH:2][cH:3][c:4]2[cH:5][cH:6][cH:7][c:8]([C:10](=[O:11])[OH:12])[c:9]12>>[nH:1]1[cH:2][cH:3][c:4]2[cH:5][cH:6][cH:7][c:8]([C:10](=[O:12])[N:34]3[CH2:33][CH2:32][N:31]([c:26]4[n:25][cH:30][cH:29][cH:28][n:27]4)[CH2:36][CH2:35]3)[c:9]12. Starting materials: C(C)N1CCC(C2=CC(=CC(=C12)/C(=C(\CO)/F)/CC)C(C)C)(C)C ((E)-3-(1-ethyl-6-isopropyl-4,4-dimethyl-1,2,3,4-tetrahydro-quinolin-8-yl)-2-fluoro-pent-2-en-1-ol), C(C)N1CCC(C2=CC(=CC(=C12)/C(=C(\CO)/F)/CC)C(C)C)(C)C ((E)-3-(1-ethyl-6-isopropyl-4,4-dimethyl-1,2,3,4-tetrahydro-quinolin-8-yl)-2-fluoro-pent-2-en-1-ol), C[N+]1(CCOCC1)[O-] (N-methylmorpholine N-oxide). Yields the product C(C)N1CCC(C2=CC(=CC(=C12)/C(=C(\C=O)/F)/CC)C(C)C)(C)C ((E)-3-(1-Ethyl-6-isopropyl-4,4-dimethyl-1,2,3,4-tetrahydro-quinolin-8-yl)-2-fluoro-pent-2-enal). As a reaction SMILES: [CH2:1]([N:3]1[C:12]2[C:7](=[CH:8][C:9]([CH:20]([CH3:22])[CH3:21])=[CH:10][C:11]=2/[C:13](/[CH2:18][CH3:19])=[C:14](/[F:17])\[CH2:15][OH:16])[C:6]([CH3:24])([CH3:23])[CH2:5][CH2:4]1)[CH3:2].C[N+]1([O-])CCOCC1>>[CH2:1]([N:3]1[C:12]2[C:7](=[CH:8][C:9]([CH:20]([CH3:22])[CH3:21])=[CH:10][C:11]=2/[C:13](/[CH2:18][CH3:19])=[C:14](/[F:17])\[CH:15]=[O:16])[C:6]([CH3:24])([CH3:23])[CH2:5][CH2:4]1)[CH3:2]. Procedure: Following General Procedure G, (E)-3-(1-ethyl-6-isopropyl-4,4-dimethyl-1,2,3,4-tetrahydro-quinolin-8-yl)-2-fluoro-pent-2-en-1-ol (Intermediate 19, 2.45 g, 6.28 mmol) and N-methylmorpholine N-oxide (1.73 g, 12.6 mmol) were reacted to give the title compound as a bright yellow oil. Reactants: C(O)([O-])=O.[Na+] (sodium hydrogencarbonate), [H-].[Na+] (sodium hydride), compound, OC1=CC(N(C2=NC=CC=C12)C1=CC=CC=C1)=O (4-hydroxy-1-phenyl-1,8-naphthyridin-2(1H)-one), [H][H] (hydrogen), C1(=CC=CC=C1)C(C(=O)Cl)C (2-phenylpropionyl chloride). The solvent is CN(C)C=O (DMF). Reaction conditions: time 1 hour. The product is C1(=CC=CC=C1)N1C(C=C(C2=CC=CN=C12)OC(C(C)C1=CC=CC=C1)=O)=O (1-phenyl-4-(2-phenylpropionyloxy)-1,8-naphthyridin-2(1H)-one), crystal. Isolated yield 98.0%. As a reaction SMILES: [OH:1][C:2]1[C:11]2[C:6](=[N:7][CH:8]=[CH:9][CH:10]=2)[N:5]([C:12]2[CH:17]=[CH:16][CH:15]=[CH:14][CH:13]=2)[C:4](=[O:18])[CH:3]=1.[H-].[Na+].[H][H].[C:23]1([CH:29]([CH3:33])[C:30](Cl)=[O:31])[CH:28]=[CH:27][CH:26]=[CH:25][CH:24]=1.C(=O)([O-])O.[Na+]>CN(C=O)C>[C:12]1([N:5]2[C:6]3[C:11](=[CH:10][CH:9]=[CH:8][N:7]=3)[C:2]([O:1][C:30](=[O:31])[CH:29]([C:23]3[CH:28]=[CH:27][CH:26]=[CH:25][CH:24]=3)[CH3:33])=[CH:3][C:4]2=[O:18])[CH:13]=[CH:14][CH:15]=[CH:16][CH:17]=1 |f:1.2,5.6|. Procedure details: In accordance with a process described in JP-61-246183A, 4-hydroxy-1-phenyl-1,8-naphthyridin-2(1H)-one was synthesized. To a suspension of the synthesized compound (953 mg, 4.0 mol) in DMF (32 mL) was added sodium hydride (purity of about 60%, 192 mg, 4.8 mmol, 1.2 eq.), and the mixture was stirred until no more hydrogen was generated, to obtain a solution. Then, 2-phenylpropionyl chloride (1.2 eq.) was added thereto, and the mixture was stirred at a room temperature for 1 hour. To the mixture w... Reactants: CC(=O)NCCC1=CNC2=C1C=C(C=C2)O (N-acetylserotonin), CN1CCOCC1 (N-methylmorpholine), ClC(=O)OC1=CC=C(C=C1)[N+](=O)[O-] (4-nitrophenyl chloroformate). Run in O1CCCC1 (tetrahydrofuran). Reaction conditions: time 0.5 hour. Yields the product C(OC=1C=C2C(=CNC2=CC1)CCNC(C)=O)(OC1=CC=C(C=C1)[N+](=O)[O-])=O (3-[2-(acetylamino)ethyl]-1H-indol-5-yl 4-nitrophenyl carbonate). The yield is 60.0%. As a reaction SMILES: [CH3:1][C:2]([NH:4][CH2:5][CH2:6][C:7]1[C:11]2[CH:12]=[C:13]([OH:16])[CH:14]=[CH:15][C:10]=2[NH:9][CH:8]=1)=[O:3].CN1CCOCC1.Cl[C:25]([O:27][C:28]1[CH:33]=[CH:32][C:31]([N+:34]([O-:36])=[O:35])=[CH:30][CH:29]=1)=[O:26]>O1CCCC1>[C:25](=[O:26])([O:27][C:28]1[CH:29]=[CH:30][C:31]([N+:34]([O-:36])=[O:35])=[CH:32][CH:33]=1)[O:16][C:13]1[CH:12]=[C:11]2[C:10](=[CH:15][CH:14]=1)[NH:9][CH:8]=[C:7]2[CH2:6][CH2:5][NH:4][C:2](=[O:3])[CH3:1]. Procedure details: To N-acetylserotonin (0.9 g; 4 mmol) was added N-methylmorpholine (0.92 ml, 8 mmol), and 4-nitrophenyl chloroformate (1.61 g; 8 mmol) dissolved in tetrahydrofuran. Reaction was carried out for 0.5 h under an argon atmosphere. The solvent was evaporated. The residue was purified by column chromatography (SiO2, methanol/methylene chloride) to give 0.92 g (yield 60%) of crystalline yellow product with a melting point 153-156° C. Starting materials: BrC1=C(N)C(=CC(=C1)C(F)(F)F)Cl (2-bromo-6-chloro-4-trifluoromethyl aniline), CB1OB(OB(O1)C)C (trimethylboroxin), C([O-])([O-])=O.[K+].[K+] (potassium carbonate), O (Water). Reagents/catalysts: C=1C=CC(=CC1)[P](C=2C=CC=CC2)(C=3C=CC=CC3)[Pd]([P](C=4C=CC=CC4)(C=5C=CC=CC5)C=6C=CC=CC6)([P](C=7C=CC=CC7)(C=8C=CC=CC8)C=9C=CC=CC9)[P](C=1C=CC=CC1)(C=1C=CC=CC1)C=1C=CC=CC1 (Pd(PPh3)4). The solvent is CN(C)C=O (DMF). Conditions: temperature 90 celsius. The product is ClC1=C(C(=CC(=C1)C(F)(F)F)C)N ([2-chloro-6-methyl-4-(trifluoromethyl)phenyl]amine). RXN SMILES: Br[C:2]1[CH:8]=[C:7]([C:9]([F:12])([F:11])[F:10])[CH:6]=[C:5]([Cl:13])[C:3]=1[NH2:4].[CH3:14]B1OB(C)OB(C)O1.C(=O)([O-])[O-].[K+].[K+].O>CN(C=O)C.C1C=CC([P]([Pd]([P](C2C=CC=CC=2)(C2C=CC=CC=2)C2C=CC=CC=2)([P](C2C=CC=CC=2)(C2C=CC=CC=2)C2C=CC=CC=2)[P](C2C=CC=CC=2)(C2C=CC=CC=2)C2C=CC=CC=2)(C2C=CC=CC=2)C2C=CC=CC=2)=CC=1>[Cl:13][C:5]1[CH:6]=[C:7]([C:9]([F:12])([F:11])[F:10])[CH:8]=[C:2]([CH3:14])[C:3]=1[NH2:4] |f:2.3.4,^1:38,40,59,78|. Procedure details: A mixture of 2-bromo-6-chloro-4-trifluoromethyl aniline (1.00 g, 3.64 mmol), trimethylboroxin (0.66 ml, 0.59 g, 4.47 mmol), potassium carbonate (1.00 g, 7.30 mmol) and catalytic amount (10%) Pd(PPh3)4 in DMF (5 ml) was heated to 90° C. for 14 h. Water (20 ml) was added. The mixture was extracted with ethyl acetate (3×50 ml). The combined EtOAc layers were washed with brine and dried over sodium sulfate. The titled compound was obtained as a colorless oil after a flash column using EtOAc:hexane (... The reactants are C(C)(C)(C)OC(NCCC=1N=NN(N1)CCF)=O ({2-[2-(2-Fluoro-ethyl)-2H-tetrazol-5-yl]-ethyl}-carbamic acid tert-butyl ester), Cl (hydrochloric acid). The solvent is C(Cl)Cl (DCM). Conditions: time 1 hour. Yields the product FCCN1N=C(N=N1)CCN (2-[2-(2-Fluoro-ethyl)-2H-tetrazol-5-yl]-ethylamine). RXN SMILES: C(OC(=O)[NH:7][CH2:8][CH2:9][C:10]1[N:11]=[N:12][N:13]([CH2:15][CH2:16][F:17])[N:14]=1)(C)(C)C.Cl>C(Cl)Cl>[F:17][CH2:16][CH2:15][N:13]1[N:12]=[N:11][C:10]([CH2:9][CH2:8][NH2:7])=[N:14]1. Procedure: A solution of {2-[2-(2-Fluoro-ethyl)-2H-tetrazol-5-yl]-ethyl}-carbamic acid tert-butyl ester (step 1) (0.025 g, 0.0964 mmol) in DCM (3 ml) is treated with hydrochloric acid (1 ml, 4M in dioxane) and allowed to stir at room temperature for 1 hour. The reaction mixture is concentrated in vacuo to yield the titled compound as a white solid. The reactants are ClC=1C=C(C(=C(C1)C=1C=CC2=C(SCC2NC(=O)C2(CC2)N)C1)C=1N=NN(N1)C)F (1-Amino-cyclopropanecarboxylic acid{(rac)-6-[5-chloro-3-fluoro-2-(2-methyl-2H-tetrazol-5-yl)-phenyl]-2,3-dihydro-benzo[b]thiophen-3-yl}-amide), CC1=NN=C(O1)C(=O)O (5-methyl-[1,3,4]oxadiazole-2-carboxylic acid). The product is ClC=1C=C(C(=C(C1)C=1C=CC2=C(SCC2NC(=O)C2(CC2)NC(=O)C=2OC(=NN2)C)C1)C=1N=NN(N1)C)F (5-Methyl-[1,3,4]oxadiazole-2-carboxylic acid(1-{(rac)-6-[5-chloro-3-fluoro-2-(2-methyl-2H-tetrazol-5-yl)-phenyl]-2,3-dihydro-benzo[b]thiophen-3-ylcarbamoyl}-cyclopropyl)-amide). Reaction SMILES: [Cl:1][C:2]1[CH:3]=[C:4]([F:30])[C:5]([C:24]2[N:25]=[N:26][N:27]([CH3:29])[N:28]=2)=[C:6]([C:8]2[CH:9]=[CH:10][C:11]3[CH:15]([NH:16][C:17]([C:19]4([NH2:22])[CH2:21][CH2:20]4)=[O:18])[CH2:14][S:13][C:12]=3[CH:23]=2)[CH:7]=1.[CH3:31][C:32]1[O:36][C:35]([C:37](O)=[O:38])=[N:34][N:33]=1>>[Cl:1][C:2]1[CH:3]=[C:4]([F:30])[C:5]([C:24]2[N:25]=[N:26][N:27]([CH3:29])[N:28]=2)=[C:6]([C:8]2[CH:9]=[CH:10][C:11]3[CH:15]([NH:16][C:17]([C:19]4([NH:22][C:37]([C:35]5[O:36][C:32]([CH3:31])=[N:33][N:34]=5)=[O:38])[CH2:21][CH2:20]4)=[O:18])[CH2:14][S:13][C:12]=3[CH:23]=2)[CH:7]=1. Procedure: In analogy to the procedure described for the preparation of intermediate A-1 [B], 1-amino-cyclopropanecarboxylic acid{(rac)-6-[5-chloro-3-fluoro-2-(2-methyl-2H-tetrazol-5-yl)-phenyl]-2,3-dihydro-benzo[b]thiophen-3-yl}-amide (example 61) has been coupled with 5-methyl-[1,3,4]oxadiazole-2-carboxylic acid to yield the title compound as light yellow amorphous solid. MS: 555.1 (MH+, 1Cl). The reactants are C(C)(=O)O[BH-](OC(C)=O)OC(C)=O.[Na+] (sodium triacetoxyborohydride), C(C)(=O)O (Acetic acid), C(C)(C)C=1SC=C(N1)C(=O)N1CCOC2(C1)CCN(CC2)CCCCCCCCC(C)=O (10-(4-(2-Isopropylthiazole-4-carbonyl)-1-oxa-4,9-diazaspiro[5.5]undecan-9-yl)decan-2-one), C(C)(=O)O.NC[C@H](O)C1=CC=C(C=2NC(SC21)=O)O (7-[(1R)-2-Amino-1-hydroxy-ethyl]-4-hydroxy-3H-benzothiazol-2-one, acetate salt). Run in CO (methanol). Run at temperature 0 celsius, time 5 minute. Product: C(=O)O.OC1=CC=C(C2=C1NC(S2)=O)[C@H](CNC(C)CCCCCCCCN2CCC1(CN(CCO1)C(=O)C=1N=C(SC1)C(C)C)CC2)O ((R)-4-Hydroxy-7-(1-hydroxy-2-(10-(4-(2-isopropylthiazole-4-carbonyl)-1-oxa-4,9-diazaspiro[5.5]undecan-9-yl)decan-2-ylamino)ethyl)benzo[d]thiazol-2(3H)-one formate). Reaction SMILES: [C:1]([OH:4])(=[O:3])C.[CH:5]([C:8]1[S:9][CH:10]=[C:11]([C:13]([N:15]2[CH2:20][C:19]3([CH2:25][CH2:24][N:23]([CH2:26][CH2:27][CH2:28][CH2:29][CH2:30][CH2:31][CH2:32][CH2:33][C:34](=O)[CH3:35])[CH2:22][CH2:21]3)[O:18][CH2:17][CH2:16]2)=[O:14])[N:12]=1)([CH3:7])[CH3:6].C(O)(=O)C.[NH2:41][CH2:42][C@@H:43]([C:45]1[C:53]2[S:52][C:51](=[O:54])[NH:50][C:49]=2[C:48]([OH:55])=[CH:47][CH:46]=1)[OH:44].C(O[BH-](OC(=O)C)OC(=O)C)(=O)C.[Na+]>CO>[CH:1]([OH:4])=[O:3].[OH:55][C:48]1[C:49]2[NH:50][C:51](=[O:54])[S:52][C:53]=2[C:45]([C@@H:43]([OH:44])[CH2:42][NH:41][CH:34]([CH2:33][CH2:32][CH2:31][CH2:30][CH2:29][CH2:28][CH2:27][CH2:26][N:23]2[CH2:22][CH2:21][C:19]3([O:18][CH2:17][CH2:16][N:15]([C:13]([C:11]4[N:12]=[C:8]([CH:5]([CH3:6])[CH3:7])[S:9][CH:10]=4)=[O:14])[CH2:20]3)[CH2:25][CH2:24]2)[CH3:35])=[CH:46][CH:47]=1 |f:2.3,4.5,7.8|. Procedure details: Acetic acid (0.053 mL) was added to a mixture of 10-(4-(2-isopropylthiazole-4-carbonyl)-1-oxa-4,9-diazaspiro[5.5]undecan-9-yl)decan-2-one (example 280, step c) (335 mg) and (R)-7-(2-amino-1-hydroxyethyl)-4-hydroxybenzo[d]thiazol-2(3H)-one hydrochloride (WO2007027134, example 1, step d) (243 mg) in dry methanol with 3 Å molecular sieves at room temperature under nitrogen and stirred for 5 minutes. The mixture was cooled to 0° C. and sodium triacetoxyborohydride (131 mg) was added. The reaction mi...